Dataset: the Open Reaction Database (ORD), a public repository of structured organic reaction records. Task: describe an organic reaction: reactants, conditions, products, and yield The reactants are ClCC=1SC2=C(N1)C=C(C(=C2)F)F (2-(chloromethyl)-5,6-difluorobenzothiazole), O (water), 2.36, NC=1C=CC(=C(CC2C(OC3=CC=C(C=C3C2=O)O)(C)C)C1)OC (3-(5-Amino-2-methoxybenzyl)-6-hydroxy-2,2-dimethylchroman-4-one), [H-].[Na+] (sodium hydride). Run in hexanes, C(C)(=O)OCC (ethyl acetate), CN(C)C=O (DMF), CN(C)C=O (DMF). Run at temperature 0 celsius. The product is NC=1C=CC(=C(CC2C(OC3=CC=C(C=C3C2=O)OCC=2SC3=C(N2)C=C(C(=C3)F)F)(C)C)C1)OC (3-(5-Amino-2-methoxybenzyl)-6-(5,6-difluorobenzothiazol-2-ylmethoxy)-2,2-dimethylchroman-4-one). Yield: 62.0%. As a reaction SMILES: [NH2:1][C:2]1[CH:3]=[CH:4][C:5]([O:23][CH3:24])=[C:6]([CH:22]=1)[CH2:7][CH:8]1[C:17](=[O:18])[C:16]2[C:11](=[CH:12][CH:13]=[C:14]([OH:19])[CH:15]=2)[O:10][C:9]1([CH3:21])[CH3:20].[H-].[Na+].Cl[CH2:28][C:29]1[S:30][C:31]2[CH:37]=[C:36]([F:38])[C:35]([F:39])=[CH:34][C:32]=2[N:33]=1.O>CN(C=O)C.C(OCC)(=O)C>[NH2:1][C:2]1[CH:3]=[CH:4][C:5]([O:23][CH3:24])=[C:6]([CH:22]=1)[CH2:7][CH:8]1[C:17](=[O:18])[C:16]2[C:11](=[CH:12][CH:13]=[C:14]([O:19][CH2:28][C:29]3[S:30][C:31]4[CH:37]=[C:36]([F:38])[C:35]([F:39])=[CH:34][C:32]=4[N:33]=3)[CH:15]=2)[O:10][C:9]1([CH3:20])[CH3:21] |f:1.2|. Procedure details: To a stirred solution of 2.36 (7.21 mmole) of the product of Example 102 in 25 mL DMF at 0° C. was added 332 mg (8.29 mmole) 60% sodium hydride. The mixture was stirred at 0° C. then a solution of 2.06 g (9.37 mmole) 2-(chloromethyl)-5,6-difluorobenzothiazole in 15 mL DMF was added dropwise. The mixture was slowly warmed to room temperature and stirred for 18 hours. The mixture was poured into water and then extracted with ethyl acetate. The ethyl acetate extract was washed successively with 1N ... Starting materials: O=C([O-])O, CCOC(C)=O, COc1cc2c(c3c1OC(C)(C)C3)C(c1cccc(-c3ccc(N)cc3)c1)=NC(C)(C)C2, CC(=O)OC(C)=O, O=CO, [Na+], O. Product: COc1cc2c(c3c1OC(C)(C)C3)C(c1cccc(-c3ccc(NC=O)cc3)c1)=NC(C)(C)C2. RXN SMILES: [C:43](=[O:44])([O-:45])[OH:46].[C:48]([O:49][CH2:50][CH3:51])(=[O:52])[CH3:53].[CH3:11][O:12][c:13]1[cH:14][c:15]2[c:20]([c:21]3[c:22]1[O:23][C:24]([CH3:26])([CH3:27])[CH2:25]3)[C:19]([c:28]1[cH:29][c:30](-[c:34]3[cH:35][cH:36][c:37]([NH2:40])[cH:38][cH:39]3)[cH:31][cH:32][cH:33]1)=[N:18][C:17]([CH3:41])([CH3:42])[CH2:16]2.[CH3:4][C:5]([O:6][C:7](=[O:8])[CH3:9])=[O:10].[CH:1](=[O:2])[OH:3].[Na+:47].[OH2:54]>>[CH:1](=[O:3])[NH:40][c:37]1[cH:36][cH:35][c:34](-[c:30]2[cH:29][c:28]([C:19]3=[N:18][C:17]([CH3:41])([CH3:42])[CH2:16][c:15]4[cH:14][c:13]([O:12][CH3:11])[c:22]5[c:21]([c:20]43)[CH2:25][C:24]([CH3:26])([CH3:27])[O:23]5)[cH:33][cH:32][cH:31]2)[cH:39][cH:38]1. The reactants are CC=1C(=C(C2=CC=C(C=C2C1)OC)OC1=CC=C(C=C1)O)C1=CC=CC=C1 (4-{[3-Methyl-6-(methyloxy)-2-phenyl-1-naphthalenyl]oxy}phenol), C(=O)([O-])[O-].[Cs+].[Cs+] (Cs2CO3), BrCCCC(=O)OCC (ethyl 4-bromobutanoate). The solvent is CN(C)C=O (DMF). The product is CC=1C(=C(C2=CC=C(C=C2C1)OC)OC1=CC=C(C=C1)OCCCC(=O)OCC)C1=CC=CC=C1 (Ethyl 4-[(4-{[3-methyl-6-(methyloxy)-2-phenyl-1-naphthalenyl]oxy}phenyl)oxy]butanoate). Yield: 89.9%. RXN SMILES: [CH3:1][C:2]1[C:3]([C:22]2[CH:27]=[CH:26][CH:25]=[CH:24][CH:23]=2)=[C:4]([O:14][C:15]2[CH:20]=[CH:19][C:18]([OH:21])=[CH:17][CH:16]=2)[C:5]2[C:10]([CH:11]=1)=[CH:9][C:8]([O:12][CH3:13])=[CH:7][CH:6]=2.C([O-])([O-])=O.[Cs+].[Cs+].Br[CH2:35][CH2:36][CH2:37][C:38]([O:40][CH2:41][CH3:42])=[O:39]>CN(C=O)C>[CH3:1][C:2]1[C:3]([C:22]2[CH:27]=[CH:26][CH:25]=[CH:24][CH:23]=2)=[C:4]([O:14][C:15]2[CH:20]=[CH:19][C:18]([O:21][CH2:35][CH2:36][CH2:37][C:38]([O:40][CH2:41][CH3:42])=[O:39])=[CH:17][CH:16]=2)[C:5]2[C:10]([CH:11]=1)=[CH:9][C:8]([O:12][CH3:13])=[CH:7][CH:6]=2 |f:1.2.3|. Reported procedure: A round-bottomed flask was charged with 4-{[3-methyl-6-(methyloxy)-2-phenyl-1-naphthalenyl]oxy}phenol (233) (0.300 g, 0.842 mmol), Cs2CO3 (0.824 g, 2.53 mmol), DMF (4 mL), and ethyl 4-bromobutanoate (0.602 mL, 4.21 mmol) under N2. The reaction mixture was refluxed for 15 h and cooled at room temperature. Reaction mixture was partitioned between water and EtOAC (1:1, 100 mL) and the layers were separated. The aqueous phase was further extracted with EtOAc (2×30 mL). The combined organic layer was... Reactants: IC1=CC=CC=C1 (iodobenzene), CC=1C=C(C=C(C1)C)S (3,5-dimethylthiophenol). Yields the product CC=1C=C(C=C(C1)C)SC1=CC=CC=C1 ((3,5-dimethyl-phenyl)-phenyl sulfide). RXN SMILES: I[C:2]1[CH:7]=[CH:6][CH:5]=[CH:4][CH:3]=1.[CH3:8][C:9]1[CH:10]=[C:11]([SH:16])[CH:12]=[C:13]([CH3:15])[CH:14]=1>>[CH3:8][C:9]1[CH:10]=[C:11]([S:16][C:2]2[CH:7]=[CH:6][CH:5]=[CH:4][CH:3]=2)[CH:12]=[C:13]([CH3:15])[CH:14]=1. Reported procedure: The general procedure was used to convert iodobenzene and 3,5-dimethylthiophenol to the title product. Purification by flash chromatography (hexane as the eluent) gave the analytically pure product as a clear oil (417 mg, 97% yield). 1H NMR (300 MHz, CDCl3) δ 7.17–7.01 (m, 5H; Hc, Hc′, Hd, Hd′, He), 6.84 (s, 2H; Ha, Ha′), 6.72 (s, 1H; Hb), 2.10 (s, 3H; methyl protons). 13C NMR (75 MHz, CDCl3) δ 138.81 (C3, C5), 136.35 (C9), 134.69 (C1), 130.44 (C10, C14), 129.10 (C11, C13), 129.02 (C2, C6), 128....